From a dataset of the Open Reaction Database (ORD), a public repository of structured organic reaction records. describe an organic reaction: reactants, conditions, products, and yield Reactants: Cc1nc2ccccc2n1-c1nc(N2CCOCC2)c2nc(CBr)n(C)c2n1, CNCC(C)C. Yields the product Cc1nc2ccccc2n1-c1nc(N2CCOCC2)c2nc(CN(C)CC(C)C)n(C)c2n1. RXN SMILES: [Br:1][CH2:2][c:3]1[n:4]([CH3:28])[c:5]2[n:6][c:7](-[n:18]3[c:19]([CH3:27])[n:20][c:21]4[c:22]3[cH:23][cH:24][cH:25][cH:26]4)[n:8][c:9]([N:12]3[CH2:13][CH2:14][O:15][CH2:16][CH2:17]3)[c:10]2[n:11]1.[CH3:29][NH:30][CH2:31][CH:32]([CH3:33])[CH3:34]>>[CH2:2]([c:3]1[n:4]([CH3:28])[c:5]2[n:6][c:7](-[n:18]3[c:19]([CH3:27])[n:20][c:21]4[c:22]3[cH:23][cH:24][cH:25][cH:26]4)[n:8][c:9]([N:12]3[CH2:13][CH2:14][O:15][CH2:16][CH2:17]3)[c:10]2[n:11]1)[N:30]([CH3:29])[CH2:31][CH:32]([CH3:33])[CH3:34].